Dataset: the Open Reaction Database (ORD), a public repository of structured organic reaction records. Task: describe an organic reaction: reactants, conditions, products, and yield The reactants are Cl.FC(CCN)(F)F (3,3,3-trifluoropropan-1-amine hydrochloride), COC(C=O)OC (2,2-dimethoxyacetaldehyde), C([O-])(O)=O.[Na+] (sodium bicarbonate). The reagents and catalysts are [Pd] (palladium on carbon). Solvent: CO (methanol), CO (methanol). Run at time 8 hour. Product: COC(CNCCC(F)(F)F)OC (N-(2,2-Dimethoxyethyl)-3,3,3-trifluoropropan-1-amine). As a reaction SMILES: Cl.[F:2][C:3]([F:8])([F:7])[CH2:4][CH2:5][NH2:6].[CH3:9][O:10][CH:11]([O:14][CH3:15])[CH:12]=O.C(=O)(O)[O-].[Na+]>CO.[Pd]>[CH3:9][O:10][CH:11]([O:14][CH3:15])[CH2:12][NH:6][CH2:5][CH2:4][C:3]([F:8])([F:7])[F:2] |f:0.1,3.4|. Procedure: To a stirred solution of 3,3,3-trifluoropropan-1-amine hydrochloride (0.165 g) in methanol (3 mL) was added 2,2-dimethoxyacetaldehyde (60% in water, 0.17 mL) followed by sodium bicarbonate (0.093 g) and the mixture was stirred at ambient temperature overnight. A slurry of palladium on carbon 10% (50 mg) in methanol (1 mL) was added and the mixture was hydrogenated at 5 bar pressure for 4 hours. The mixture was filtered and concentrated in vacuo. The resulting gummy solid was suspended in DCM (5 ... The reactants are CCOC(=O)C=CCP(=O)(OCC)OCC, CC(=O)O, CC(C)[N-]C(C)C, CC(C)(CCC=O)n1ccnc1, [Li+], C1CCOC1. Yields the product CCOC(=O)C=CC=CCCC(C)(C)n1ccnc1. RXN SMILES: [CH2:1]([CH3:2])[O:3][C:4](=[O:5])[CH:6]=[CH:7][CH2:8][P:9](=[O:10])([O:11][CH2:12][CH3:13])[O:14][CH2:15][CH3:16].[CH3:37][C:38](=[O:39])[OH:40].[CH:17]([N-:18][CH:19]([CH3:20])[CH3:21])([CH3:22])[CH3:23].[CH:25](=[O:26])[CH2:27][CH2:28][C:29]([CH3:30])([CH3:31])[n:32]1[cH:33][n:34][cH:35][cH:36]1.[Li+:24].[O:41]1[CH2:42][CH2:43][CH2:44][CH2:45]1>>[CH2:1]([CH3:2])[O:3][C:4](=[O:5])[CH:6]=[CH:7][CH:8]=[CH:25][CH2:27][CH2:28][C:29]([CH3:30])([CH3:31])[n:32]1[cH:33][n:34][cH:35][cH:36]1.